Dataset: the Open Reaction Database (ORD), a public repository of structured organic reaction records. Task: describe an organic reaction: reactants, conditions, products, and yield The reactants are CCO, CCOC(=O)C1Cn2c(cc3ccccc32)C1=O, O. Product: CCOC(=O)C1Cc2cc3ccccc3n2C1. As a reaction SMILES: [CH3:19][CH2:20][OH:21].[O:1]=[C:2]1[CH:3]([C:14](=[O:15])[O:16][CH2:17][CH3:18])[CH2:4][n:5]2[c:6]1[cH:7][c:8]1[cH:9][cH:10][cH:11][cH:12][c:13]21.[OH2:22]>>[CH2:2]1[CH:3]([C:14](=[O:15])[O:16][CH2:17][CH3:18])[CH2:4][n:5]2[c:6]1[cH:7][c:8]1[cH:9][cH:10][cH:11][cH:12][c:13]21. Reactants: Brc1ccc(OCc2ccccc2)c(C2OCCO2)c1, C1CCOC1, [Li]CCCC, CCOCC, CCOC(=O)Cl. Product: CCOC(=O)c1ccc(OCc2ccccc2)c(C2OCCO2)c1. RXN SMILES: [CH2:1]([c:2]1[cH:3][cH:4][cH:5][cH:6][cH:7]1)[O:8][c:9]1[c:10]([CH:16]2[O:17][CH2:18][CH2:19][O:20]2)[cH:11][c:12]([Br:15])[cH:13][cH:14]1.[CH2:21]1[O:22][CH2:23][CH2:24][CH2:25]1.[CH2:26]([Li:27])[CH2:28][CH2:29][CH3:30].[CH2:37]([O:38][CH2:39][CH3:40])[CH3:41].[Cl:31][C:32](=[O:33])[O:34][CH2:35][CH3:36]>>[CH2:1]([c:2]1[cH:3][cH:4][cH:5][cH:6][cH:7]1)[O:8][c:9]1[c:10]([CH:16]2[O:17][CH2:18][CH2:19][O:20]2)[cH:11][c:12]([C:32](=[O:33])[O:34][CH2:35][CH3:36])[cH:13][cH:14]1. Starting materials: [Li]C (MeLi), C(CC)N(C1COC2=CC=CC(=C2C1)C(=O)Cl)CCC (3-Dipropylamino-5-chloroformylchroman), C(CC)N(C1COC2=CC=CC(=C2C1)C(=O)OC)CCC (3-Dipropylamino-5-methyloxycarbonylchroman), lithium dimethylcuprate. Reagents/catalysts: [Cu]I (CuI). The solvent is O1CCCC1 (tetrahydrofuran), O1CCCC1 (tetrahydrofuran). Conditions: temperature -78 celsius, time 15 minute. The product is C(CC)N(C1COC2=CC=CC(=C2C1)C(C)=O)CCC (3-Dipropylamino-5-acetylchroman). As a reaction SMILES: [CH2:1]([N:4]([CH2:18][CH2:19][CH3:20])[CH:5]1[CH2:14][C:13]2[C:8](=[CH:9][CH:10]=[CH:11][C:12]=2[C:15](Cl)=[O:16])[O:7][CH2:6]1)[CH2:2][CH3:3].[CH2:21](N(CCC)C1CC2C(=CC=CC=2C(OC)=O)OC1)CC.[Li]C>O1CCCC1.[Cu]I>[CH2:1]([N:4]([CH2:18][CH2:19][CH3:20])[CH:5]1[CH2:14][C:13]2[C:8](=[CH:9][CH:10]=[CH:11][C:12]=2[C:15](=[O:16])[CH3:21])[O:7][CH2:6]1)[CH2:2][CH3:3]. Procedure: 3-Dipropylamino-5-chloroformylchroman*HCl (4.42 g, 13.4 mmol), prepared from 3-dipropylamino-5-methyloxycarbonylchroman (Example 2) analogous to the procedure used in Example 3, in dry tetrahydrofuran (20 ml), was added to a pre-formed solution of lithium dimethylcuprate; prepared from MeLi and CuI, in 200 mL tetrahydrofuran at -78° C. The solution was stirred for 15 minutes at -78° C. and was then allowed to reach room temperature during 10 minutes. Then, 30 mL H20 was slowly added. The organic... The reactants are C(C)OP(=O)(OCC)OCC (triethylphosphate), C1=CCCC=CCC1 (1,5-cyclooctadiene), products. The reagents and catalysts are CCCCC(CC)C(=O)[O-].CCCCC(CC)C(=O)[O-].[Co+2] (cobalt 2-ethylhexoate). Solvent: C1=CC=CC=C1 (benzene). Conditions: time 1 hour. Yields the product OCC1CCCCCCC1 (hydroxymethylcyclooctane). Yield: 90.0%. Reaction SMILES: C(OP([O:9][CH2:10][CH3:11])(OCC)=O)C.[CH:12]1[CH2:19][CH2:18]C=[CH:16][CH2:15][CH2:14][CH:13]=1>CCCCC(C([O-])=O)CC.CCCCC(C([O-])=O)CC.[Co+2].C1C=CC=CC=1>[OH:9][CH2:10][CH:11]1[CH2:16][CH2:15][CH2:14][CH2:13][CH2:12][CH2:19][CH2:18]1 |f:2.3.4|. Procedure: A solution of 8 millimols of cobalt 2-ethylhexoate and 20 millimols of triethylphosphate in 200 ml. of benzene was treated in an autoclave with 1:1 H2 :CO mixture for one hour at 170° C. and 3,700-114 3,750 psig. The autoclave was cooled and vented, and 250 g. of 1,5-cyclooctadiene was added. This mixture was treated with 1:1 H2 :CO at 145°-185° C. and 1,800-3,000 psig. for 3 hours. Distillation of the reactor effluent gave 203 g. of hydroformylation products boiling at 36°-75° C. at 5 mm. Hg pr... The reactants are CN(C)CCN, CCOC(C)=O, Cc1ccccc1, COC(=O)Cc1ccc(OCc2ccc(-c3ccccc3)cc2)cc1, c1nc[nH]n1. Yields the product CN(C)CCNC(=O)Cc1ccc(OCc2ccc(-c3ccccc3)cc2)cc1. Reaction SMILES: [CH3:26][N:27]([CH2:28][CH2:29][NH2:30])[CH3:31].[CH3:37][CH2:38][O:39][C:40](=[O:41])[CH3:42].[CH3:43][c:44]1[cH:45][cH:46][cH:47][cH:48][cH:49]1.[c:1]1(-[c:20]2[cH:21][cH:22][cH:23][cH:24][cH:25]2)[cH:2][cH:3][c:4]([CH2:7][O:8][c:9]2[cH:10][cH:11][c:12]([CH2:15][C:16](=[O:17])[O:18][CH3:19])[cH:13][cH:14]2)[cH:5][cH:6]1.[nH:32]1[cH:33][n:34][cH:35][n:36]1>>[c:1]1(-[c:20]2[cH:21][cH:22][cH:23][cH:24][cH:25]2)[cH:2][cH:3][c:4]([CH2:7][O:8][c:9]2[cH:10][cH:11][c:12]([CH2:15][C:16](=[O:17])[NH:30][CH2:29][CH2:28][N:27]([CH3:26])[CH3:31])[cH:13][cH:14]2)[cH:5][cH:6]1.